From a dataset of the Open Reaction Database (ORD), a public repository of structured organic reaction records. describe an organic reaction: reactants, conditions, products, and yield Starting materials: FC(C=1C=C(CCO)C=CC1)(F)F (3-(trifluoromethyl)phenethyl alcohol), FC(C1=CC=C(CCO)C=C1)(F)F (4-(trifluoromethyl)phenethyl alcohol). Product: FC(C1=CC=C(C=C1)CC=O)(F)F ([4-(Trifluoromethyl)phenyl]acetaldehyde). Reaction SMILES: FC(F)(F)C1C=C(C=CC=1)CCO.[F:14][C:15]([F:26])([F:25])[C:16]1[CH:24]=[CH:23][C:19]([CH2:20][CH2:21][OH:22])=[CH:18][CH:17]=1>>[F:14][C:15]([F:25])([F:26])[C:16]1[CH:17]=[CH:18][C:19]([CH2:20][CH:21]=[O:22])=[CH:23][CH:24]=1. Procedure details: Instead of 3-(trifluoromethyl)phenethyl alcohol, 4-(trifluoromethyl)phenethyl alcohol was used and treated by the same technique as in Reference Example 19-1 to give the titled compound as a yellow oil. Reactants: N[C@@H](CC1=CC=CC=C1)C(=O)O (L-phenylalanine), O=C1NCC(NC1CC(=O)N)=O (2,5-dioxopiperazine-3-acetamide), C(C)(=O)OC(C)=O (acetic anhydride). The product is C(C)(=O)N1C(CN(C(C1CC#N)=O)C(C)=O)=O (N,N'-diacetyl-6-cyanomethyl-2,5-dioxopiperazine). Reaction SMILES: N[C@H:2]([C:10]([OH:12])=O)CC1C=CC=CC=1.[O:13]=[C:14]1[CH:19]([CH2:20][C:21]([NH2:23])=O)[NH:18][C:17](=[O:24])[CH2:16][NH:15]1.[C:25](OC(=O)C)(=[O:27])[CH3:26]>>[C:25]([N:18]1[CH:19]([CH2:20][C:21]#[N:23])[C:14](=[O:13])[N:15]([C:10](=[O:12])[CH3:2])[CH2:16][C:17]1=[O:24])(=[O:27])[CH3:26]. Reported procedure: A method of preparing α-APM derivatives without using an expensive L-phenylalanine is provided, wherein 2,5-dioxopiperazine-3-acetamide is reacted with acetic anhydride to give N,N'-diacetyl-6-cyanomethyl-2,5-dioxopiperazine, which is then reacted with benzaldehyde in the presence of a strong base to give 1-acetyl-3-benzylidene-6-cyanomethyl-2,5-dioxopiperazine. This is treated with hydrazine to give 3-benzylidene-6-cyanomethyl-2,5-dioxopiperazine, which is then reduced to prepare 3-benzyl-6-cya...